Dataset: the Open Reaction Database (ORD), a public repository of structured organic reaction records. Task: describe an organic reaction: reactants, conditions, products, and yield The reactants are CC(=O)Oc1c(C)cc(OCC(F)(F)F)cc1C, CO, [Na]. The product is Cc1cc(OCC(F)(F)F)cc(C)c1O. As a reaction SMILES: [C:1](=[O:2])([CH3:3])[O:4][c:5]1[c:6]([CH3:18])[cH:7][c:8]([O:12][CH2:13][C:14]([F:15])([F:16])[F:17])[cH:9][c:10]1[CH3:11].[CH3:20][OH:21].[Na:19]>>[OH:4][c:5]1[c:6]([CH3:18])[cH:7][c:8]([O:12][CH2:13][C:14]([F:15])([F:16])[F:17])[cH:9][c:10]1[CH3:11].